describe an organic reaction: reactants, conditions, products, and yield From a dataset of the Open Reaction Database (ORD), a public repository of structured organic reaction records. Starting materials: CCCCC[C@@H](/C=C/[C@H]1[C@@H](CC(=O)[C@@H]1C/C=C\CCCC(=O)O)O)O (PGE2), C(C)(=O)[O-].[K+] (potassium acetate). Run in C(C)O (ethanol). Run at time 6 day. Product: CCCCC[C@@H](/C=C/[C@H]1[C@@H](CC(=O)[C@H]1C/C=C\CCCC(=O)O)O)O (8-iso-PGE2). RXN SMILES: [CH3:1][CH2:2][CH2:3][CH2:4][CH2:5][C@H:6]([OH:25])/[CH:7]=[CH:8]/[C@@H:9]1[C@@H:14]([CH2:15]/[CH:16]=[CH:17]\[CH2:18][CH2:19][CH2:20][C:21]([OH:23])=[O:22])[C:12](=[O:13])[CH2:11][C@H:10]1[OH:24].C([O-])(=O)C.[K+]>C(O)C>[CH3:1][CH2:2][CH2:3][CH2:4][CH2:5][C@H:6]([OH:25])/[CH:7]=[CH:8]/[C@@H:9]1[C@H:14]([CH2:15]/[CH:16]=[CH:17]\[CH2:18][CH2:19][CH2:20][C:21]([OH:23])=[O:22])[C:12](=[O:13])[CH2:11][C@H:10]1[OH:24] |f:1.2|. Procedure details: A solution of 1.00 g. of racemic PGE2 and 5 g. of potassium acetate in 100 ml. of 95% ethanol is allowed to stand at room temperature under nitrogen for 6 days; then is concentrated by evaporation under reduced pressure to about one third volume. The concentrated mixture is diluted with 75 ml. of cold water and dilute hydrochloric acid is added until the mixture reaches pH 3. The acidified mixture is extracted twice with ethyl acetate, then is saturated with sodium chloride and extracted once mo... Reactants: Cl.Cl.CNC/1=NC(S\C1=C/C1CCNCC1)=O ((5Z)-4-(methylamino)-5-(piperidin-4-ylmethylidene)-1,3-thiazol-2(5H)-one dihydrochloride), C([O-])([O-])=O.[Cs+].[Cs+] (cesium carbonate), FC1=C(C=C(C#N)C=C1)C(F)(F)F (4-fluoro-3-(trifluoromethyl)benzonitrile), O (Water). Solvent: CS(=O)C (dimethyl sulfoxide). Conditions: temperature 100 celsius, time 3 hour. Product: CNC/1=NC(S\C1=C/C1CCN(CC1)C1=C(C=C(C#N)C=C1)C(F)(F)F)=O (4-(4-{(Z)-[4-(methylamino)-2-oxo-1,3-thiazol-5(2H)-ylidene]methyl}piperidin-1-yl)-3-(trifluoromethyl)benzonitrile). Isolated yield 11.0%. RXN SMILES: Cl.Cl.[CH3:3][NH:4][C:5]1=[N:6][C:7](=[O:17])[S:8]/[C:9]/1=[CH:10]\[CH:11]1[CH2:16][CH2:15][NH:14][CH2:13][CH2:12]1.C(=O)([O-])[O-].[Cs+].[Cs+].F[C:25]1[CH:32]=[CH:31][C:28]([C:29]#[N:30])=[CH:27][C:26]=1[C:33]([F:36])([F:35])[F:34].O>CS(C)=O>[CH3:3][NH:4][C:5]1=[N:6][C:7](=[O:17])[S:8]/[C:9]/1=[CH:10]\[CH:11]1[CH2:16][CH2:15][N:14]([C:25]2[CH:32]=[CH:31][C:28]([C:29]#[N:30])=[CH:27][C:26]=2[C:33]([F:34])([F:36])[F:35])[CH2:13][CH2:12]1 |f:0.1.2,3.4.5|. Procedure details: To a solution of (5Z)-4-(methylamino)-5-(piperidin-4-ylmethylidene)-1,3-thiazol-2(5H)-one dihydrochloride (100 mg) in dimethyl sulfoxide (2 mL) were added cesium carbonate (327 mg) and 4-fluoro-3-(trifluoromethyl)benzonitrile (76 mg), and the mixture was stirred at 100° C. for 3 hr. Water was added to the reaction mixture, and the mixture was extracted with ethyl acetate. The extract was washed with saturated brine, and dried over anhydrous magnesium sulfate, and the solvent was evaporated under...